This data is from the Open Reaction Database (ORD), a public repository of structured organic reaction records. The task is: describe an organic reaction: reactants, conditions, products, and yield Reactants: ClC1=CC=C(C=C1)C1=C(NC2=CC=CC(=C12)SC)C(=O)O (3-(4-Chlorophenyl)-4-(methylsulfanyl)-1H-indole-2-carboxylic acid). The reagents and catalysts are [Cu] (copper). Run in N1=CC=CC2=CC=CC=C12 (quinoline). Reaction conditions: time 2 hour. The product is CSC=1C=2C(=CNC2C=CC1)C1=CC=C(C=C1)Cl (3-(4-Chlorophenyl)-1H-indol-4-yl methyl sulfide). Yield: 62.2%. RXN SMILES: [Cl:1][C:2]1[CH:7]=[CH:6][C:5]([C:8]2[C:16]3[C:11](=[CH:12][CH:13]=[CH:14][C:15]=3[S:17][CH3:18])[NH:10][C:9]=2C(O)=O)=[CH:4][CH:3]=1>N1C2C(=CC=CC=2)C=CC=1.[Cu]>[CH3:18][S:17][C:15]1[C:16]2[C:8]([C:5]3[CH:4]=[CH:3][C:2]([Cl:1])=[CH:7][CH:6]=3)=[CH:9][NH:10][C:11]=2[CH:12]=[CH:13][CH:14]=1. Procedure: To a solution of 1.4 g of the acid of Step 5 in quinoline (10 mL) was added 100 mg of copper powder. The reaction mixture was heated to reflux and stirred for 2 hours. The copper powder was removed by filtration and 6N HCl was added to the filtrate. The aqueous layer was extracted with EtOAc and the combined organic layers were dried over Na2SO4 and concentrated. The residue was purified by silica gel chromatography eluted with 10% EtOAc in Hexanes to provide 750 mg of the title compound as an o... The reactants are FCCOC1=C(C=O)C=CC=C1 (2-(2-fluoroethoxy)benzaldehyde), ClC1=CC(=CC=C1)C(=O)OO (3-chloroperbenzoic acid). Solvent: C(Cl)Cl (methylene chloride). The product is C(=O)OC1=C(C=CC=C1)OCCF (2-(2-fluoroethoxy)phenyl formate). Isolated yield 62.0%. RXN SMILES: [F:1][CH2:2][CH2:3][O:4][C:5]1[CH:12]=[CH:11][CH:10]=[CH:9][C:6]=1C=O.ClC1C=CC=C([C:20]([O:22]O)=[O:21])C=1>C(Cl)Cl>[CH:20]([O:22][C:6]1[CH:9]=[CH:10][CH:11]=[CH:12][C:5]=1[O:4][CH2:3][CH2:2][F:1])=[O:21]. Procedure: In a manner similar to that disclosed by Godfrey et al., (J. Chem. Soc. Perkin I, 1353-1354 (1974), the reaction of 10.0 grams (0.06 mole) of 2-(2-fluoroethoxy)benzaldehyde with 3-chloroperbenzoic acid (15.5 grams of 80-85% assay, 0.075 mole) in 250 ml of methylene chloride yielded 6.85 grams of 2-(2-fluoroethoxy)phenyl formate as an oil. Starting materials: C(C=C)CC12C3C(C(C=C1)C2)C(=O)OC3=O (allylmethylbicyclo[2.2.1]-hept-5-ene-2,3-dicarboxylic anhydride), exo-anhydrides, endo-anhydrides, N (ammonia), 12. The product is C(C=C)CC12C3C(C(C=C1)C2)C(NC3=O)=O (Allylmethylbicyclo[2.2.1]hept-5-ene-2,3-dicarboximide). RXN SMILES: [CH2:1]([CH2:4][C:5]12[CH2:11][CH:8]([CH:9]=[CH:10]1)[CH:7]1[C:12](O[C:15](=[O:16])[CH:6]21)=[O:13])[CH:2]=[CH2:3].[NH3:17]>>[CH2:1]([CH2:4][C:5]12[CH2:11][CH:8]([CH:9]=[CH:10]1)[CH:7]1[C:12](=[O:13])[NH:17][C:15](=[O:16])[CH:6]21)[CH:2]=[CH2:3]. Reported procedure: A mixture of 30 g of allylmethylbicyclo[2.2.1]-hept-5-ene-2,3-dicarboxylic anhydride, prepared in accordance with Example 2 of U.S. Pat. No. 3,105,839, and 10.2 g of 25% aqueous ammonia solution is heated at 100°-108° C. for 2.5 hours, with stirring and reflux cooling. According to a gas chromatogram, this gives a mixture of 12 isomers having varying positions for the allyl group and the methyl group in the 1-, 4-, 5- and 6-positions in the bicycloheptene ring, and also exo-anhydrides and endo-a... Starting materials: C(CCCCCCCC)C1=CC=CC2=C1N1C(S2)=NCCC1 (3,4-dihydro-6-nonyl-2H-pyrimido[2,1-b]benzothiazole), ClC1=C(C(=CC=C1)Cl)CCl (1,3-dichloro-2-(chloromethyl)benzene). Run in C(C)#N (acetonitrile). Yields the product [Cl-].ClC1=C(C(=CC=C1)Cl)C[N+]=1CCCN2C1SC1=C2C(=CC=C1)CCCCCCCCC (1-(2,6-dichlorophenylmethyl)-3,4-dihydro-6-nonyl-2H-pyrimido[2,1-b]benzothiazolium chloride). As a reaction SMILES: [CH2:1]([C:10]1[C:15]2[N:16]3[CH2:22][CH2:21][CH2:20][N:19]=[C:17]3[S:18][C:14]=2[CH:13]=[CH:12][CH:11]=1)[CH2:2][CH2:3][CH2:4][CH2:5][CH2:6][CH2:7][CH2:8][CH3:9].[Cl:23][C:24]1[CH:29]=[CH:28][CH:27]=[C:26]([Cl:30])[C:25]=1[CH2:31]Cl>C(#N)C>[Cl-:23].[Cl:23][C:24]1[CH:29]=[CH:28][CH:27]=[C:26]([Cl:30])[C:25]=1[CH2:31][N+:19]1[CH2:20][CH2:21][CH2:22][N:16]2[C:15]3[C:10]([CH2:1][CH2:2][CH2:3][CH2:4][CH2:5][CH2:6][CH2:7][CH2:8][CH3:9])=[CH:11][CH:12]=[CH:13][C:14]=3[S:18][C:17]=12 |f:3.4|. Reported procedure: A mixture of 1.9 parts of 3,4-dihydro-6-nonyl-2H-pyrimido[2,1-b]benzothiazole, 3.4 parts of 1,3-dichloro-2-(chloromethyl)benzene and 24 parts of acetonitrile is stirred and refluxed for 8 hours. The reaction mixture is evaporated and the residue is crystallized from 4-methyl-2-pentanone. The product is filtered off and dried, yielding 2.8 parts of 1-(2,6-dichlorophenylmethyl)-3,4-dihydro-6-nonyl-2H-pyrimido[2,1-b]benzothiazolium chloride; mp. 174.6° C. Reactants: BrC=1C(=NOC1N)C (4-bromo-3-methyl-5-aminoisoxazole), [H-].[Na+] (NaH), C(C1=CC=CC=C1)C1=C(C2=C(S1)C=CC=C2)S(=O)(=O)Cl (2-benzylbenzo[b]thiophene-3-sulfonyl chloride). The solvent is C1CCOC1 (THF). The product is BrC=1C(=NOC1NS(=O)(=O)C=1C2=C(SC1CC1=CC=CC=C1)C=CC=C2)C (N-(4-bromo-3-methyl-5-isoxazolyl)-2-benzylbenzo[b]thiophene-3-sulfonamide), tan crystalline solid. The yield is 24.0%. As a reaction SMILES: [Br:1][C:2]1[C:3]([CH3:8])=[N:4][O:5][C:6]=1[NH2:7].[H-].[Na+].[CH2:11]([C:18]1[S:22][C:21]2[CH:23]=[CH:24][CH:25]=[CH:26][C:20]=2[C:19]=1[S:27](Cl)(=[O:29])=[O:28])[C:12]1[CH:17]=[CH:16][CH:15]=[CH:14][CH:13]=1>C1COCC1>[Br:1][C:2]1[C:3]([CH3:8])=[N:4][O:5][C:6]=1[NH:7][S:27]([C:19]1[C:20]2[CH:26]=[CH:25][CH:24]=[CH:23][C:21]=2[S:22][C:18]=1[CH2:11][C:12]1[CH:17]=[CH:16][CH:15]=[CH:14][CH:13]=1)(=[O:28])=[O:29] |f:1.2|. Reported procedure: N-(4-bromo-3-methyl-5-isoxazolyl)-2-benzylbenzo[b]thiophene-3-sulfonamide was prepared by the method of Example 41 with 4-bromo-3-methyl-5-aminoisoxazole (1.0 mmoles, 0.177 g), NaH (2.5 mmoles, 100 mg), 2-benzylbenzo[b]thiophene-3-sulfonyl chloride (1.2 mmoles, 0.39 g) and THF (7 ml). Flash chromatography (5% methanol/chloroform) followed by recrystallization from chloroform and hexanes provided 0.11 g (24%) of a tan crystalline solid, m.p. 120°-123° C. Reactants: C(C)OC(C)=NO (ethyl-N-hydroxyacetimidate), C(C)(C)(C)O[K] (tBuOK), C(C1=CC=CC=C1)OC(C1=CC=C(C=C1)F)=O (Benzyl-4-fluorobenzoate). Run in O (H2O), CN(C)C=O (DMF). Yields the product C(C)OC(C)=NOC1=CC=C(C=C1)C(=O)OCC1=CC=CC=C1 (Ethyl-N-(4-benzyloxycarbonylphenoxy)acetimidate). Yield: 107.3%. Reaction SMILES: [CH2:1]([O:3][C:4](=[N:6][OH:7])[CH3:5])[CH3:2].C(O[K])(C)(C)C.[CH2:14]([O:21][C:22](=[O:30])[C:23]1[CH:28]=[CH:27][C:26](F)=[CH:25][CH:24]=1)[C:15]1[CH:20]=[CH:19][CH:18]=[CH:17][CH:16]=1>CN(C=O)C.O>[CH2:1]([O:3][C:4](=[N:6][O:7][C:26]1[CH:25]=[CH:24][C:23]([C:22]([O:21][CH2:14][C:15]2[CH:20]=[CH:19][CH:18]=[CH:17][CH:16]=2)=[O:30])=[CH:28][CH:27]=1)[CH3:5])[CH3:2]. Procedure details: To a stirring solution of ethyl-N-hydroxyacetimidate (3.79 g, 36.8 mmol) in anhydrous DMF (150 mL) under Ar was added tBuOK (4.09 g, 36.4 mmol) all at once. After 40 min benzyl-4-fluorobenzoate 17 (7.63 g, 17.9 mmol) was added and the reaction was stirred at room temperature. After 4 h the reaction was diluted with H2O (500 mL), extracted with EtOAc (4×100 mL), and the combined organics were washed with H2O (2×100 mL), dried over Na2SO4, filtered, and concentrated. Flash chromatographic purifica... The reactants are C(CCC)[Li] (n-butyllithium), O (water), CCOC(=O)C(F)P(=O)(OCC)OCC (2-fluoro-2-phosphonoacetic acid triethyl ester), O1CCC(CC1)=O (tetrahydropyran-4-one). The solvent is CCCCCC (hexane), O1CCCC1 (tetrahydrofuran). Run at time 20 minute. Yields the product C(C)OC(C(=C1CCOCC1)F)=O (fluoro-(tetrahydropyran-4-ylidene)acetic acid ethyl ester). Yield: 88.8%. Reaction SMILES: [CH3:1][CH2:2][O:3][C:4]([CH:6](P(OCC)(OCC)=O)[F:7])=[O:5].C([Li])CCC.[O:21]1[CH2:26][CH2:25][C:24](=O)[CH2:23][CH2:22]1.O>O1CCCC1.CCCCCC>[CH2:2]([O:3][C:4](=[O:5])[C:6]([F:7])=[C:24]1[CH2:25][CH2:26][O:21][CH2:22][CH2:23]1)[CH3:1]. Procedure: Into a cooled (−10° C.) solution of 5.25 g (21.68 mmol) of 2-fluoro-2-phosphonoacetic acid triethyl ester in tetrahydrofuran (30 mL) under an atmosphere of argon was dropped 13.2 mL (19.87 mmol) of 1.5 mol/L n-butyllithium in hexane (available from KANTO KAGAKU). After stirring for 20 minutes at room temperature, 2.0 g (19.87 mmol) of tetrahydropyran-4-one was dropped thereto and stirred for 2 hours at about 55° C. The obtained mixture was left to cool to room temperature and then poured into wa... Reaction SMILES: [CH2:1]([CH:2]=[CH2:3])[N:4]1[CH2:5][CH2:6][CH:7]([c:10]2[cH:11][cH:12][c:13]([C:14]([O:16][CH3:15])=[O:17])[cH:18][cH:19]2)[CH2:8][CH2:9]1.[CH3:20][O:21][c:22]1[cH:23][c:24]([CH2:30][CH2:31][c:32]2[cH:33][c:34]([NH2:37])[nH:35][n:36]2)[cH:25][c:26]([O:28][CH3:29])[cH:27]1.[CH3:38][Al:39]([CH3:40])[CH3:41].[CH3:42][c:43]1[cH:44][cH:45][cH:46][cH:47][cH:48]1>>[CH2:1]([CH:2]=[CH2:3])[N:4]1[CH2:5][CH2:6][CH:7]([c:10]2[cH:11][cH:12][c:13]([C:14](=[O:16])[NH:37][c:34]3[cH:33][c:32]([CH2:31][CH2:30][c:24]4[cH:23][c:22]([O:21][CH3:20])[cH:27][c:26]([O:28][CH3:29])[cH:25]4)[n:36][nH:35]3)[cH:18][cH:19]2)[CH2:8][CH2:9]1. Product: C=CCN1CCC(c2ccc(C(=O)Nc3cc(CCc4cc(OC)cc(OC)c4)n[nH]3)cc2)CC1. Reactants: C=CCN1CCC(c2ccc(C(=O)OC)cc2)CC1, COc1cc(CCc2cc(N)[nH]n2)cc(OC)c1, C[Al](C)C, Cc1ccccc1.